This data is from the Open Reaction Database (ORD), a public repository of structured organic reaction records. The task is: describe an organic reaction: reactants, conditions, products, and yield The reactants are COCCOC, NC1CN(c2cnc(Cl)c(Cl)c2)CC1CO, O, O=S(Cl)Cl. Product: Clc1cc(N2CC3CNC3C2)cnc1Cl. RXN SMILES: [CH3:22][O:23][CH2:24][CH2:25][O:26][CH3:27].[NH2:1][CH:2]1[CH:3]([CH2:15][OH:16])[CH2:4][N:5]([c:7]2[cH:8][n:9][c:10]([Cl:14])[c:11]([Cl:13])[cH:12]2)[CH2:6]1.[OH2:21].[S:17]([Cl:18])([Cl:19])=[O:20]>>[NH:1]1[CH:2]2[CH:3]([CH2:4][N:5]([c:7]3[cH:8][n:9][c:10]([Cl:14])[c:11]([Cl:13])[cH:12]3)[CH2:6]2)[CH2:15]1. Starting materials: CC12CCCN1C(C(Cl)(Cl)Cl)OC2=O, CC(C)NC(C)C, O=C1OC(C(Cl)(Cl)Cl)N2CCCC12, CCI. Yields the product CCC12CCCN1C(C(Cl)(Cl)Cl)OC2=O. Reaction SMILES: [CH3:1][C:2]12[C:3](=[O:14])[O:4][CH:5]([C:10]([Cl:11])([Cl:12])[Cl:13])[N:6]1[CH2:7][CH2:8][CH2:9]2.[CH:15]([NH:16][CH:17]([CH3:18])[CH3:19])([CH3:20])[CH3:21].[Cl:22][C:23]([Cl:24])([Cl:25])[CH:26]1[O:27][C:28](=[O:29])[CH:30]2[N:31]1[CH2:32][CH2:33][CH2:34]2.[I:35][CH2:36][CH3:37]>>[CH2:1]([C:2]12[C:3](=[O:14])[O:4][CH:5]([C:10]([Cl:11])([Cl:12])[Cl:13])[N:6]1[CH2:7][CH2:8][CH2:9]2)[CH3:15]. RXN SMILES: [CH2:11]([c:12]1[cH:13][cH:14][cH:15][cH:16][cH:17]1)[CH:18]1[CH2:19][CH2:20][N:21]([C:24]([C:25](=[O:26])[OH:27])=[O:28])[CH2:22][CH2:23]1.[CH3:29][CH2:30][CH2:31][CH2:32][CH2:33][CH3:34].[NH2:1][c:2]1[cH:3][c:4]2[cH:5][cH:6][nH:7][c:8]2[cH:9][cH:10]1>>[NH:1]([c:2]1[cH:3][c:4]2[cH:5][cH:6][nH:7][c:8]2[cH:9][cH:10]1)[C:25]([C:24]([N:21]1[CH2:20][CH2:19][CH:18]([CH2:11][c:12]2[cH:13][cH:14][cH:15][cH:16][cH:17]2)[CH2:23][CH2:22]1)=[O:28])=[O:26]. The product is O=C(Nc1ccc2[nH]ccc2c1)C(=O)N1CCC(Cc2ccccc2)CC1. The reactants are O=C(O)C(=O)N1CCC(Cc2ccccc2)CC1, CCCCCC, Nc1ccc2[nH]ccc2c1.